This data is from the Open Reaction Database (ORD), a public repository of structured organic reaction records. The task is: describe an organic reaction: reactants, conditions, products, and yield Starting materials: CN(/C=C/C(=O)C1=NN(C=CC1=O)C1=CC=C(C=C1)S(=O)(=O)C(F)(F)F)C (3-((E)-3-Dimethylamino-acryloyl)-1-(4-trifluoromethansulfonyl-phenyl)-1H-pyridazin-4-one), C1(=CC=CC=C1)NN (phenylhydrazine). Product: C1(=CC=CC=C1)N1N=CC=C1C1=NN(C=CC1=O)C1=CC=C(C=C1)S(=O)(=O)C(F)(F)F (3-(2-Phenyl-2H-pyrazol-3-yl)-1-(4-trifluoromethanesulfonyl-phenyl)-1H-pyridazin-4-one). As a reaction SMILES: C[N:2](C)/[CH:3]=[CH:4]/[C:5]([C:7]1[C:12](=[O:13])[CH:11]=[CH:10][N:9]([C:14]2[CH:19]=[CH:18][C:17]([S:20]([C:23]([F:26])([F:25])[F:24])(=[O:22])=[O:21])=[CH:16][CH:15]=2)[N:8]=1)=O.[C:28]1([NH:34]N)[CH:33]=[CH:32][CH:31]=[CH:30][CH:29]=1>>[C:28]1([N:34]2[C:5]([C:7]3[C:12](=[O:13])[CH:11]=[CH:10][N:9]([C:14]4[CH:19]=[CH:18][C:17]([S:20]([C:23]([F:25])([F:26])[F:24])(=[O:21])=[O:22])=[CH:16][CH:15]=4)[N:8]=3)=[CH:4][CH:3]=[N:2]2)[CH:33]=[CH:32][CH:31]=[CH:30][CH:29]=1. Procedure: The product was obtained starting from 3-((E)-3-Dimethylamino-acryloyl)-1-(4-trifluoromethansulfonyl-phenyl)-1H-pyridazin-4-one (A-27) and phenylhydrazine according to the method described for example 1. MS: M=447.0 (M+H)+ The reactants are FC1=CC=C(C=C1)CC1=CC=C(C=C1)N1CCNCC1 (1-[4-(4-fluorophenyl)methylphenyl]piperazine), CI (methyl iodide). Product: FC1=CC=C(C=C1)CC1=CC=C(C=C1)N1CCN(CC1)C (1-[4-(4-fluorophenyl)methylphenyl]-4-methylpiperazine). Reaction SMILES: [F:1][C:2]1[CH:7]=[CH:6][C:5]([CH2:8][C:9]2[CH:14]=[CH:13][C:12]([N:15]3[CH2:20][CH2:19][NH:18][CH2:17][CH2:16]3)=[CH:11][CH:10]=2)=[CH:4][CH:3]=1.[CH3:21]I>>[F:1][C:2]1[CH:3]=[CH:4][C:5]([CH2:8][C:9]2[CH:14]=[CH:13][C:12]([N:15]3[CH2:16][CH2:17][N:18]([CH3:21])[CH2:19][CH2:20]3)=[CH:11][CH:10]=2)=[CH:6][CH:7]=1. Procedure: The same procedure was followed as in Example 11 using the compound (10) synthesized in Example 3 and methyl iodide to produce the above. The reactants are O.O.P(=O)([O-])([O-])[O-].[Na+].[Na+].[Na+] (sodium phosphate dihydrate), Cl(=O)[O-].[Na+] (sodium chlorite), CC(C)=CC (2-methyl-2-butene), C(C)(C)(C)NC(=O)[C@@H]1[C@]2(C)[C@@H](CC1)[C@@H]1CC=C3C=C(CC[C@]3(C)[C@H]1CC2)C=O (N-t-butyl-3-formylandrosta-3,5-diene-17β-carboxamide). Solvent: O (water), C(C)(C)(C)O (t-butanol). Run at time 15 minute. Product: C(C)(C)(C)NC(=O)[C@@H]1[C@]2(C)[C@@H](CC1)[C@@H]1CC=C3C=C(CC[C@]3(C)[C@H]1CC2)C(=O)O (17β-(N-t-Butylcarbamoyl)androsta-3,5-diene-3-carboxylic acid). Reaction SMILES: [OH2:1].O.P([O-])([O-])([O-])=O.[Na+].[Na+].[Na+].Cl([O-])=O.[Na+].CC(=CC)C.[C:20]([NH:24][C:25]([C@H:27]1[CH2:32][CH2:31][C@H:30]2[C@H:33]3[C@H:43]([CH2:44][CH2:45][C@:28]12[CH3:29])[C@:41]1([CH3:42])[C:36]([CH:37]=[C:38]([CH:46]=[O:47])[CH2:39][CH2:40]1)=[CH:35][CH2:34]3)=[O:26])([CH3:23])([CH3:22])[CH3:21]>O.C(O)(C)(C)C>[C:20]([NH:24][C:25]([C@H:27]1[CH2:32][CH2:31][C@H:30]2[C@H:33]3[C@H:43]([CH2:44][CH2:45][C@:28]12[CH3:29])[C@:41]1([CH3:42])[C:36]([CH:37]=[C:38]([C:46]([OH:1])=[O:47])[CH2:39][CH2:40]1)=[CH:35][CH2:34]3)=[O:26])([CH3:21])([CH3:22])[CH3:23] |f:0.1.2.3.4.5,6.7|. Procedure details: 600 mg of sodium phosphate dihydrate and 1.2 g of sodium chlorite were added, in that order, at room temperature to a mixture of 7.5 ml of t-butanol, 2.0 m of water and 1 ml of 2-methyl-2-butene containing 400 mg of N-t-butyl-3-formylandrosta-3,5-diene-17β-carboxamide (prepared as described in Preparation 6). The reaction mixture was then stirred for 15 minutes. At the end of this time, the reaction mixture was quenched by pouring it into a ice-cooled aqueous solution of sodium thiosulfate; it w... Reactants: FB(F)F, CC(=O)OCC1OC(OC(C)=O)C(OC(C)=O)C(OC(C)=O)C1OC(C)=O, CCOCC, Cc1ccccc1, NC(=O)c1ccc(Cc2ccccc2O)cc1. Yields the product CC(=O)OCC1OC(Oc2ccccc2Cc2ccc(C(N)=O)cc2)C(OC(C)=O)C(OC(C)=O)C1OC(C)=O. Reaction SMILES: [B:50]([F:51])([F:52])[F:53].[C:18]([O:19][CH:22]1[CH:23]([O:24][C:25]([CH3:26])=[O:27])[CH:28]([O:29][C:30]([CH3:31])=[O:32])[CH:33]([O:34][C:35]([CH3:36])=[O:37])[CH:38]([CH2:40][O:41][C:42]([CH3:43])=[O:44])[O:39]1)(=[O:20])[CH3:21].[CH2:45]([O:46][CH2:47][CH3:48])[CH3:49].[CH3:54][c:55]1[cH:56][cH:57][cH:58][cH:59][cH:60]1.[OH:1][c:2]1[c:3]([CH2:4][c:5]2[cH:6][cH:7][c:8]([C:9](=[O:10])[NH2:11])[cH:12][cH:13]2)[cH:14][cH:15][cH:16][cH:17]1>>[O:1]([c:2]1[c:3]([CH2:4][c:5]2[cH:6][cH:7][c:8]([C:9](=[O:10])[NH2:11])[cH:12][cH:13]2)[cH:14][cH:15][cH:16][cH:17]1)[CH:22]1[CH:23]([O:24][C:25]([CH3:26])=[O:27])[CH:28]([O:29][C:30]([CH3:31])=[O:32])[CH:33]([O:34][C:35]([CH3:36])=[O:37])[CH:38]([CH2:40][O:41][C:42]([CH3:43])=[O:44])[O:39]1. Procedure: To a solution of the compound of Reference Example 16 (78.8 g) in ethanol (1.5 ) was added pyridinium p-toluenesulfonate (8.04 g) and the mixture was stirred at 55° C. for 4 hours. To this reaction mixture was added 1N-NaOH (ca. 30 ml) and the solvent was distilled off under reduced pressure. To the residue was added ether (300 ml) and the suspension was dried over anhydrous sodium sulfate. The insolubles were filtered off and the filtrate was concentrated under reduced pressure. The residue was... Run at temperature 55 celsius, time 4 hour. Yields the product O1C(CCCC1)SCCO (2-[(tetrahydropyran-2-yl)thio]ethanol). The reactants are Example 16, C(C)O (ethanol), C1(=CC=C(C=C1)S(=O)(=O)[O-])C.[NH+]1=CC=CC=C1 (pyridinium p-toluenesulfonate), [OH-].[Na+] (NaOH). RXN SMILES: [C:1]1([CH3:11])[CH:6]=[CH:5][C:4]([S:7]([O-])(=O)=O)=CC=1.[NH+]1C=CC=CC=1.[OH-:18].[Na+].[CH2:20]([OH:22])[CH3:21]>>[O:18]1[CH2:11][CH2:1][CH2:6][CH2:5][CH:4]1[S:7][CH2:21][CH2:20][OH:22] |f:0.1,2.3|. Reactants: C(C)(C)(C)OC(N[C@H](CC1=C2N(C=3C=CC(=CC13)OC1CC1)CCC2)C)=O ((S)-[2-(6-cyclopropoxy-2,3-dihydro-1H-3a-aza-cyclopenta[a]inden-8-yl)-1-methyl-ethyl]-carbamic acid tert-butyl ester), solution, Cl (hydrochloric acid). Run in C(C)(=O)OCC (ethyl acetate), C(C)(=O)OCC (ethyl acetate). The product is Cl.C1(CC1)OC1=CC=2C(=C3N(C2C=C1)CCC3)C[C@H](C)N ((S)-2-(6-cyclopropoxy-2,3-dihydro-1H-3a-aza-cyclopenta[a]inden-8-yl)-1-methyl-ethylamine hydrochloride). RXN SMILES: C(OC(=O)[NH:7][C@@H:8]([CH3:26])[CH2:9][C:10]1[C:18]2[CH:17]=[C:16]([O:19][CH:20]3[CH2:22][CH2:21]3)[CH:15]=[CH:14][C:13]=2[N:12]2[CH2:23][CH2:24][CH2:25][C:11]=12)(C)(C)C.[ClH:28]>C(OCC)(=O)C>[ClH:28].[CH:20]1([O:19][C:16]2[CH:15]=[CH:14][C:13]3[N:12]4[CH2:23][CH2:24][CH2:25][C:11]4=[C:10]([CH2:9][C@@H:8]([NH2:7])[CH3:26])[C:18]=3[CH:17]=2)[CH2:21][CH2:22]1 |f:3.4|. Procedure details: A solution of 11.81 g (S)-[2-(6-cyclopropoxy-2,3-dihydro-1H-3a-aza-cyclopenta[a]inden-8-yl)-1-methyl-ethyl]-carbamic acid tert-butyl ester in 120 mL of a 2.26 M solution of hydrochloric acid in ethyl acetate was stirred at room temperature for 2 h. The resulting suspension was diluted with 120 mL ethyl acetate and the product collected by filtration, washed with ethyl acetate and dried to constant weight under high vacuum to yield 8.65 g (S)-2-(6-cyclopropoxy-2,3-dihydro-1H-3a-aza-cyclopenta[a]i...